This data is from the Open Reaction Database (ORD), a public repository of structured organic reaction records. The task is: describe an organic reaction: reactants, conditions, products, and yield Reactants: O=C([O-])O, CCOC(C)=O, C=Cc1ccccc1O, O=C1CCC(=O)N1Cl, [K+], O, CC(C)(C)OC(=O)N1CCC(c2nc(C=NO)cs2)CC1. Product: CC(C)(C)OC(=O)N1CCC(c2nc(C3=NOC(c4ccccc4O)C3)cs2)CC1. As a reaction SMILES: [C:31](=[O:32])([O-:33])[OH:34].[CH3:44][CH2:45][O:46][C:47](=[O:48])[CH3:49].[CH:22](=[CH2:23])[c:24]1[c:25]([OH:30])[cH:26][cH:27][cH:28][cH:29]1.[Cl:36][N:37]1[C:38](=[O:39])[CH2:40][CH2:41][C:42]1=[O:43].[K+:35].[OH2:50].[OH:1][N:2]=[CH:3][c:4]1[n:5][c:6]([CH:9]2[CH2:10][CH2:11][N:12]([C:15](=[O:16])[O:17][C:18]([CH3:19])([CH3:20])[CH3:21])[CH2:13][CH2:14]2)[s:7][cH:8]1>>[O:1]1[N:2]=[C:3]([c:4]2[n:5][c:6]([CH:9]3[CH2:10][CH2:11][N:12]([C:15](=[O:16])[O:17][C:18]([CH3:19])([CH3:20])[CH3:21])[CH2:13][CH2:14]3)[s:7][cH:8]2)[CH2:23][CH:22]1[c:24]1[c:25]([OH:30])[cH:26][cH:27][cH:28][cH:29]1. Reactants: C(=O)(OCC1=CC=CC=C1)N(C(CC1=NC=C(C=C1)O)C)C (2-(N-carbobenzyloxy-2-methylaminopropyl)-5-pyridinol), Cl (hydrochloric acid). Product: Cl.Cl.CNC(CC1=NC=C(C=C1)O)C (2-(2-methylaminopropyl)-5-pyridinol dihydrochloride). Reaction SMILES: [C:1]([N:11](C)[CH:12]([CH3:21])[CH2:13][C:14]1[CH:19]=[CH:18][C:17]([OH:20])=[CH:16][N:15]=1)(OCC1C=CC=CC=1)=O.[ClH:23]>>[ClH:23].[ClH:23].[CH3:1][NH:11][CH:12]([CH3:21])[CH2:13][C:14]1[CH:19]=[CH:18][C:17]([OH:20])=[CH:16][N:15]=1 |f:2.3.4|. Procedure details: The mixture of 0.08 g of 2-(N-carbobenzyloxy-2-methylaminopropyl)-5-pyridinol and 2.5 ml of 5 N hydrochloric acid is refluxed for 23 hours, cooled and extracted with diethyl ether. The extract is dryed and evaporated, to yield the 2-(2-methylaminopropyl)-5-pyridinol dihydrochloride, which is identical with that obtained according to Example 15.